From a dataset of the Open Reaction Database (ORD), a public repository of structured organic reaction records. describe an organic reaction: reactants, conditions, products, and yield Reactants: C(=O)C1=CC=C(C(=O)O)C=C1 (4-formylbenzoic acid), [H-].[Na+] (sodium hydride), O (water), C(C=C)Br (allyl bromide). The solvent is CN(C)C=O (DMF), CN(C)C=O (DMF). Yields the product C(=O)C1=CC=C(C(=O)OCC=C)C=C1 (Allyl 4-formylbenzoate). As a reaction SMILES: [H-].[Na+].[CH:3]([C:5]1[CH:13]=[CH:12][C:8]([C:9]([OH:11])=[O:10])=[CH:7][CH:6]=1)=[O:4].[CH2:14](Br)[CH:15]=[CH2:16].O>CN(C=O)C>[CH:3]([C:5]1[CH:13]=[CH:12][C:8]([C:9]([O:11][CH2:16][CH:15]=[CH2:14])=[O:10])=[CH:7][CH:6]=1)=[O:4] |f:0.1|. Procedure: 3.8 g (12 mmol) of sodium hydride (80% in oil) and 100 ml of DMF are introduced into a three-necked flask under a stream of nitrogen. A solution of 15 g (10 mmol) of 4-formylbenzoic acid in 100 ml of DMF is added dropwise and the mixture is stirred until the evolution of gas has ceased. 10 ml (12 mmol) of allyl bromide are then added and the mixture is stirred at room temperature for four hours. The reaction medium is poured into water and extracted with ethyl ether, and the organic phase is sep... The reactants are N1=CN=C2N=CNC2=C1 (purine), CC1=C2C(=CC=C1)N=C(N(C2=O)C3=CC=CC=C3C)CN4C=NC5=C4N=CN=C5N (D-030). The product is NC=1C2=C(N=CN1)N(N=N2)CC2=NC1=CC=CC(=C1C(N2C2=C(C=CC=C2)C)=O)C (2-(7-Amino-1,2,3-triazolo[4,5-d]pyrimidin-3-ylmethyl)-5-methyl-3-o-tolyl-3H-quinazolin-4-one). RXN SMILES: [N:1]1C=C2C(N=CN2)=NC=1.[CH3:10][C:11]1[CH:16]=[CH:15][CH:14]=[C:13]2[N:17]=[C:18]([CH2:29][N:30]3[C:34]4[N:35]=[CH:36][N:37]=[C:38]([NH2:39])[C:33]=4[N:32]=C3)[N:19]([C:22]3[C:27]([CH3:28])=[CH:26][CH:25]=[CH:24][CH:23]=3)[C:20](=[O:21])[C:12]=12>>[NH2:39][C:38]1[C:33]2[N:32]=[N:1][N:30]([CH2:29][C:18]3[N:19]([C:22]4[CH:23]=[CH:24][CH:25]=[CH:26][C:27]=4[CH3:28])[C:20](=[O:21])[C:12]4[C:13](=[CH:14][CH:15]=[CH:16][C:11]=4[CH3:10])[N:17]=3)[C:34]=2[N:35]=[CH:36][N:37]=1. Procedure details: 1H NMR (300 MHz, d6-DMSO) δ: 8.43 (br s, 1H), 8.19 (s, 1H), 8.10 (br s, 1H), 7.62 (t, J=7.8 Hz, 1H), 7.49-7.28 (m, 5H), 7.22 (d, J=8.1 Hz, 1H), 5.49 (d, J=17.0 Hz, 1H), 5.19 (d, J=17.0 Hz, 1H), 2.73 (s, 3H), 2.11 (s, 3H). Alkylation at purine N7 determined by similarity to nmr spectrum of D-030. LRMS (ES pos.) m/z=399 (M+1).